The task is: describe an organic reaction: reactants, conditions, products, and yield. This data is from the Open Reaction Database (ORD), a public repository of structured organic reaction records. Starting materials: O (water), [Al+3].[Cl-].[Cl-].[Cl-] (AlCl3), ClCCl (dichloromethane), C(=O)(OC)CCC(=O)Cl ((carbomethoxy)propionyl chloride), N1C=CC=C1 (pyrrole), ClCCl (dichloromethane). Reaction conditions: time 8 hour. The product is C(C)OC(CCC(C1=CNC=C1)=O)=O (γ-oxo-1-H-pyrrole-3-butanoic acid ethyl ester). Reaction SMILES: [Al+3].[Cl-].[Cl-].[Cl-].[C:5]([CH2:9][CH2:10][C:11](Cl)=[O:12])([O:7][CH3:8])=[O:6].[NH:14]1[CH:18]=[CH:17][CH:16]=[CH:15]1.O.Cl[CH2:21]Cl>>[CH2:8]([O:7][C:5](=[O:6])[CH2:9][CH2:10][C:11](=[O:12])[C:16]1[CH:17]=[CH:18][NH:14][CH:15]=1)[CH3:21] |f:0.1.2.3|. Reported procedure: A mixture of AlCl3 (24.02 g) and dichloromethane (400 mL) was treated with (carbomethoxy)propionyl chloride (27.05 g). A solution of pyrrole (10.01 g) in dichloromethane (150 mL) was then added dropwise. After stirring overnight, the reaction mixture was poured over ice and water (500 mL). The resulting mixture was then extracted with dichloromethane (500 mL). The combined organic layers were washed with brine (500 mL), dried (MgSO4) and concentrated to afford γ-oxo-1-H-pyrrole-3-butanoic acid e... Reaction SMILES: [C:14]([CH:15]=[CH2:16])#[N:17].[C:2](#[N:3])[C:4]([C:5]#[N:6])=[C:7]([S:8][CH3:9])[S:10][CH3:11].[CH3:12][SH:13].[CH3:18][CH2:19][OH:20].[NH3:1]>>[C:2](#[N:3])[C:4]([C:5]#[N:6])=[C:7]([S:8][CH3:9])[NH2:17]. Product: CSC(N)=C(C#N)C#N. The reactants are C=CC#N, CSC(SC)=C(C#N)C#N, CS, CCO, N. Starting materials: FC=1C=C2C(=NNC2=CC1)C(=O)N[C@H]1C[C@H](N(C1)C(=O)OC(C)(C)C)CC(=O)OC (tert-butyl (2S,4S)-4-{[(5-fluoro-1H-indazol-3-yl)carbonyl]amino}-2-(2-methoxy-2-oxoethyl)pyrrolidine-1-carboxylate), IC(C)C (2-iodopropane). The product is FC=1C=C2C(=NN(C2=CC1)C(C)C)C(=O)N[C@H]1C[C@H](N(C1)C(=O)OC(C)(C)C)CC(=O)OC (tert-Butyl (2S,4S)-4-{[(5-fluoro-1-isopropyl-1H-indazol-3-yl)carbonyl]amino}-2-(2-methoxy-2-oxoethyl)pyrrolidine-1-carboxylate). RXN SMILES: [F:1][C:2]1[CH:3]=[C:4]2[C:8](=[CH:9][CH:10]=1)[NH:7][N:6]=[C:5]2[C:11]([NH:13][C@@H:14]1[CH2:18][N:17]([C:19]([O:21][C:22]([CH3:25])([CH3:24])[CH3:23])=[O:20])[C@H:16]([CH2:26][C:27]([O:29][CH3:30])=[O:28])[CH2:15]1)=[O:12].I[CH:32]([CH3:34])[CH3:33]>>[F:1][C:2]1[CH:3]=[C:4]2[C:8](=[CH:9][CH:10]=1)[N:7]([CH:32]([CH3:34])[CH3:33])[N:6]=[C:5]2[C:11]([NH:13][C@@H:14]1[CH2:18][N:17]([C:19]([O:21][C:22]([CH3:23])([CH3:24])[CH3:25])=[O:20])[C@H:16]([CH2:26][C:27]([O:29][CH3:30])=[O:28])[CH2:15]1)=[O:12]. Procedure details: The title compound was prepared according to the procedure described in step 1 of Example 4 from tert-butyl (2S,4S)-4-{[(5-fluoro-1H-indazol-3-yl)carbonyl]amino}-2-(2-methoxy-2-oxoethyl)pyrrolidine-1-carboxylate (step 1 of Example 25) and 2-iodopropane.